This data is from the Open Reaction Database (ORD), a public repository of structured organic reaction records. The task is: describe an organic reaction: reactants, conditions, products, and yield The reactants are C1CO1 (Ethylene oxide), [Mg] (magnesium), CC(C)(C)C1=C(C=CC(=C1)C(C)(C)C)Br (2,4-bis(1,1-dimethylethyl)-1-bromobenzene). Solvent: O1CCCC1 (tetrahydrofuran), O1CCCC1 (tetrahydrofuran). Conditions: time 1 hour. The product is CC(C)(C)C1=C(C=CC(=C1)C(C)(C)C)CCO (2,4-bis(1,1-dimethylethyl)benzeneethanol). As a reaction SMILES: [Mg].[CH3:2][C:3]([C:6]1[CH:11]=[C:10]([C:12]([CH3:15])([CH3:14])[CH3:13])[CH:9]=[CH:8][C:7]=1Br)([CH3:5])[CH3:4].[CH2:17]1[O:19][CH2:18]1>O1CCCC1>[CH3:2][C:3]([C:6]1[CH:11]=[C:10]([C:12]([CH3:15])([CH3:14])[CH3:13])[CH:9]=[CH:8][C:7]=1[CH2:17][CH2:18][OH:19])([CH3:5])[CH3:4]. Procedure details: To 243 mg (10 mmoles) of magnesium turnings in 10 ml of tetrahydrofuran is added dropwise a solution of 2.69 grams (10 mmoles) of the title product of Example 9 in 5 ml of tetrahydrofuran. After the addition is complete, the mixture is refluxed for one hour. Ethylene oxide (440 mg, 10 mmoles) is then added, and refluxing continued for one hour. The mixture is cooled to room temperature and partitioned between saturated ammonium chloride and diethyl ether. The aqueous layer is further extracted w...